Task: describe an organic reaction: reactants, conditions, products, and yield. Dataset: the Open Reaction Database (ORD), a public repository of structured organic reaction records Reactants: C(C)OC(CC)OCN1C(NCC1)=N[N+](=O)[O-] (1-(1-ethoxy-1-propoxy)methyl-2-nitroiminoimidazolidine), C([O-])([O-])=O.[K+].[K+] (potassium carbonate), ClC1=NC=C(C=C1)CCl (2-chloro-5-chloromethylpyridine), CS(=O)C (dimethyl sulfoxide). The solvent is O (water). Yields the product C(C)OC(CC)OCN1C(N(CC1)CC=1C=CC(=NC1)Cl)=N[N+](=O)[O-] (1-(1-ethoxy-1-propoxy)methyl-2-nitroimino-3-(2-chloropyridin-5-ylmethyl)imidazolidine). Yield: 20.8%. Reaction SMILES: [CH2:1]([O:3][CH:4]([O:7][CH2:8][N:9]1[CH2:13][CH2:12][NH:11][C:10]1=[N:14][N+:15]([O-:17])=[O:16])[CH2:5][CH3:6])[CH3:2].C(=O)([O-])[O-].[K+].[K+].[Cl:24][C:25]1[CH:30]=[CH:29][C:28]([CH2:31]Cl)=[CH:27][N:26]=1.CS(C)=O>O>[CH2:1]([O:3][CH:4]([O:7][CH2:8][N:9]1[CH2:13][CH2:12][N:11]([CH2:31][C:28]2[CH:29]=[CH:30][C:25]([Cl:24])=[N:26][CH:27]=2)[C:10]1=[N:14][N+:15]([O-:17])=[O:16])[CH2:5][CH3:6])[CH3:2] |f:1.2.3|. Procedure details: 15.0 g of 1-(1-ethoxy-1-propoxy)methyl-2-nitroiminoimidazolidine, 11.6 g of anhydrous potassium carbonate, 11.3 g of 2-chloro-5-chloromethylpyridine and 60 ml of dimethyl sulfoxide were agitated at 75° C. for 1 hour. The reaction mixture was poured into water, and extracted with ethyl acetate. After washing with water, the extract was dried with anhydrous sodium sulfate, after which the solvent was distilled off under reduced pressure. The resultant oily residue was purified by column chromatogr... Reactants: Br, CC(C)C(=O)C(C)C, ClC(Cl)Cl, O=C(O)O. Product: CC(C)C(=O)C(C)(C)O. RXN SMILES: [Br:9].[CH3:1][CH:2]([CH3:3])[C:4]([CH:5]([CH3:6])[CH3:7])=[O:8].[CH:14]([Cl:15])([Cl:16])[Cl:17].[OH:10][C:11]([OH:12])=[O:13]>>[CH3:1][C:2]([CH3:3])([C:4]([CH:5]([CH3:6])[CH3:7])=[O:8])[OH:10]. Starting materials: [1-14C]decanoic acid, [Mg+2].[Cl-].[Cl-] (MgCl2), [9,10-3H]palmitic acid, CCC(CC)COC(C1=CC=CC=C1)(C2=CC=CC=C2)C(=O)N(C)CC[NH+](C)C.[Cl-] (X-100), acyl, [Li+].[Cl-] (LiCl), SC[C@@H](O)[C@H](O)CS (dithiothreitol), acyl, fatty acid, C(C(CO)(CO)N)O.Cl (Tris-HCl). Run at time 3 hour. The product is CCCCCCCCCC(=O)O (C10:0), CCCCCCCCCCCCCCCC(=O)O (C16:0). Reaction SMILES: C(O)[C:2](N)([CH2:5]O)[CH2:3][OH:4].Cl.SC[C@H:12]([C@@H:14]([CH2:16]S)O)[OH:13].CCC(CO[C:25](C(N(CC[NH+](C)C)C)=O)([C:32]1[CH:37]=[CH:36][CH:35]=[CH:34][CH:33]=1)[C:26]1[CH:31]=[CH:30][CH:29]=[CH:28][CH:27]=1)CC.[Cl-].[Li+].[Cl-].[Mg+2].[Cl-].[Cl-]>>[CH3:33][CH2:32][CH2:25][CH2:26][CH2:27][CH2:28][CH2:29][CH2:5][CH2:2][C:3]([OH:13])=[O:4].[CH3:37][CH2:36][CH2:35][CH2:34][CH2:33][CH2:32][CH2:25][CH2:26][CH2:27][CH2:28][CH2:29][CH2:30][CH2:31][CH2:16][CH2:14][C:12]([OH:4])=[O:13] |f:0.1,3.4,5.6,7.8.9|. Procedure details: The C10:0-ACP and C16:0-ACP substrates are synthesized enzymatically and are purified by the procedure of Rock et al. (Methods in Enzymol. (1981) 72:397-403). The acyl-ACP substrates for the β-ketoacyl synthase I and II assays require no radiolabel, but sufficient 14C or 3H may be included to monitor the purification after the enzymatic synthesis. The yield of acyl-ACP is also monitored by the filter assay method described by Rock et al. (supra). The synthetic reaction includes, in a 10 ml volum... Procedure: N-[4-bromo-2-fluorophenyl]-3,3-dichlorocaprolactam (0.49 g, 1.38 mmol) was refluxed with 10 mL of morpholine under N2 for 1 h. The solvent was then removed in vacuo. Toluene was added and the solid was filtered off. The filtrate was concentrated and dried under vacuum to give 1,5,6,7-tetrahydro-1-[4-bromo-2-fluorophenyl]-3-(morpholin-4-yl)-2H-azepin-2-one as brown oil (0.55 g). LRMS (AP+): 369.0, 371.0, (M+H)+. As a reaction SMILES: [Br:1][C:2]1[CH:7]=[CH:6][C:5]([N:8]2[CH2:14][CH2:13][CH2:12][C:11](Cl)(Cl)[CH2:10][C:9]2=[O:17])=[C:4]([F:18])[CH:3]=1.[NH:19]1[CH2:24][CH2:23][O:22][CH2:21][CH2:20]1>>[Br:1][C:2]1[CH:7]=[CH:6][C:5]([N:8]2[CH2:14][CH2:13][CH2:12][CH:11]=[C:10]([N:19]3[CH2:24][CH2:23][O:22][CH2:21][CH2:20]3)[C:9]2=[O:17])=[C:4]([F:18])[CH:3]=1. Reactants: BrC1=CC(=C(C=C1)N1C(CC(CCC1)(Cl)Cl)=O)F (N-[4-bromo-2-fluorophenyl]-3,3-dichlorocaprolactam), N1CCOCC1 (morpholine). The product is BrC1=CC(=C(C=C1)N1C(C(=CCCC1)N1CCOCC1)=O)F (1,5,6,7-tetrahydro-1-[4-bromo-2-fluorophenyl]-3-(morpholin-4-yl)-2H-azepin-2-one). Reactants: O=C1C=C(CO1)N1C(C2(CC1)CCNCC2)=O (2-(5-oxo-2,5-dihydrofuran-3-yl)-2,8-diazaspiro[4.5]decan-1-one), CC1=C(C=CC=2C(OCC21)=O)[C@H]2OC2 (4-methyl-5-[(2R)-oxiran-2-yl]-2-benzofuran-1(3H)-one). Solvent: C(C)O (ethanol). Conditions: temperature 145 celsius. Yields the product O[C@@H](CN1CCC2(CCN(C2=O)C=2COC(C2)=O)CC1)C1=C(C2=C(C(OC2)=O)C=C1)C (8-[(2R)-2-hydroxy-2-(4-methyl-1-oxo-1,3-dihydro-2-benzofuran-5-yl)ethyl]-2-(5-oxo-2,5-dihydrofuran-3-yl)-2,8-diazaspiro[4.5]decan-1-one). RXN SMILES: [O:1]=[C:2]1[O:6][CH2:5][C:4]([N:7]2[CH2:11][CH2:10][C:9]3([CH2:16][CH2:15][NH:14][CH2:13][CH2:12]3)[C:8]2=[O:17])=[CH:3]1.[CH3:18][C:19]1[C:27]2[CH2:26][O:25][C:24](=[O:28])[C:23]=2[CH:22]=[CH:21][C:20]=1[C@@H:29]1[CH2:31][O:30]1>C(O)C>[OH:30][C@H:29]([C:20]1[CH:21]=[CH:22][C:23]2[C:24](=[O:28])[O:25][CH2:26][C:27]=2[C:19]=1[CH3:18])[CH2:31][N:14]1[CH2:13][CH2:12][C:9]2([C:8](=[O:17])[N:7]([C:4]3[CH2:5][O:6][C:2](=[O:1])[CH:3]=3)[CH2:11][CH2:10]2)[CH2:16][CH2:15]1. Reported procedure: 2-(5-oxo-2,5-dihydrofuran-3-yl)-2,8-diazaspiro[4.5]decan-1-one (I-16, 200 mg, 0.846 mmol) was combined with 4-methyl-5-[(2R)-oxiran-2-yl]-2-benzofuran-1(3H)-one (I-4B) (177 mg, 0.931 mmol) in ethanol (5 mL) and heated in a microwave apparatus at 145° C. for 3 hours. The solvent was removed and the residue was purified by preparative TLC, eluting with 25% methanol/EtOAc to afford the title compound. LC-MS (IE, m/z): 427 (M+1)+. The reactants are FC1=CC=C(C=C1)N1C=C(C2=CC(=CC=C12)C=1N=NN(N1)C)C=1CCNCC1 (1-(4-fluorophenyl)-5-(2-methyl-5-tetrazolyl)-3-(1,2,3,6-tetrahydro-4-pyridinyl)-1H-indole), C(C=C)#N (acrylonitril). Solvent: ClCCl (dichloromethane). Run at time 16 hour. The product is FC1=CC=C(C=C1)N1C=C(C2=CC(=CC=C12)C=1N=NN(N1)C)C=1CCN(CC1)CCC#N (3-[4-[1-(4-Fluorophenyl)-5-(2-methyltetrazol-5-yl)-1H-indol-3-yl]-1,2,3,6-tetrahydropyridin-1-yl]propionitril). RXN SMILES: [F:1][C:2]1[CH:7]=[CH:6][C:5]([N:8]2[C:16]3[C:11](=[CH:12][C:13]([C:17]4[N:18]=[N:19][N:20]([CH3:22])[N:21]=4)=[CH:14][CH:15]=3)[C:10]([C:23]3[CH2:24][CH2:25][NH:26][CH2:27][CH:28]=3)=[CH:9]2)=[CH:4][CH:3]=1.[C:29](#[N:32])[CH:30]=[CH2:31]>ClCCl>[F:1][C:2]1[CH:7]=[CH:6][C:5]([N:8]2[C:16]3[C:11](=[CH:12][C:13]([C:17]4[N:18]=[N:19][N:20]([CH3:22])[N:21]=4)=[CH:14][CH:15]=3)[C:10]([C:23]3[CH2:24][CH2:25][N:26]([CH2:31][CH2:30][C:29]#[N:32])[CH2:27][CH:28]=3)=[CH:9]2)=[CH:4][CH:3]=1. Reported procedure: To a solution of 1-(4-fluorophenyl)-5-(2-methyl-5-tetrazolyl)-3-(1,2,3,6-tetrahydro-4-pyridinyl)-1H-indole (21a), (10.2 g) in dichloromethane (100 mL) was added acrylonitril (7.5 g). The mixture was stirred at room temperature for 16 hours. After evaporation of the solvent, the crude title compound 15a remained as a viscous oil which was used without further purification. Yield 12 g. The reactants are O=C1OC2=C(C1(C1=CC=CC=C1)CC(=O)Cl)C=CC=C2 (2-(2,3-dihydro-2-oxo-3-phenyl-3-benzofuranyl)acetyl chloride), CNCC(=O)O (N-methyl glycine). Yields the product CN(CC(=O)O)C(CC1(C(OC2=C1C=CC=C2)=O)C2=CC=CC=C2)=O (N-Methyl-N-[2-(2,3-dihydro-2-oxo-3-phenyl-3-benzofuranyl)acetyl]glycine). RXN SMILES: [O:1]=[C:2]1[C:6]([CH2:13][C:14](Cl)=[O:15])([C:7]2[CH:12]=[CH:11][CH:10]=[CH:9][CH:8]=2)[C:5]2[CH:17]=[CH:18][CH:19]=[CH:20][C:4]=2[O:3]1.[CH3:21][NH:22][CH2:23][C:24]([OH:26])=[O:25]>>[CH3:21][N:22]([C:14](=[O:15])[CH2:13][C:6]1([C:7]2[CH:12]=[CH:11][CH:10]=[CH:9][CH:8]=2)[C:5]2[CH:17]=[CH:18][CH:19]=[CH:20][C:4]=2[O:3][C:2]1=[O:1])[CH2:23][C:24]([OH:26])=[O:25]. Procedure details: This compound was prepared according to the process described in Example 11, starting with 2-(2,3-dihydro-2-oxo-3-phenyl-3-benzofuranyl)acetyl chloride and N-methyl glycine.